Task: describe an organic reaction: reactants, conditions, products, and yield. Dataset: the Open Reaction Database (ORD), a public repository of structured organic reaction records Starting materials: FC=1C=C(C=CC1F)O (3,4-difluorophenol), BrCCCBr (1,3-dibromopropane). Product: BrCCCOC1=CC(=C(C=C1)F)F (4-(3-Bromopropoxy)-1,2-difluorobenzene). RXN SMILES: [F:1][C:2]1[CH:3]=[C:4]([OH:9])[CH:5]=[CH:6][C:7]=1[F:8].[Br:10][CH2:11][CH2:12][CH2:13]Br>>[Br:10][CH2:11][CH2:12][CH2:13][O:9][C:4]1[CH:5]=[CH:6][C:7]([F:8])=[C:2]([F:1])[CH:3]=1. Procedure: Analogously to Example 91b, 2.00 g of 3,4-difluorophenol and 31.0 g of 1,3-dibromopropane are reacted. The title compound is obtained as a colourless oil. Rf=0.66 (1:6 EtOAc-heptane); Rt=5.01. Reactants: O (Water), C(C1=CC=CC=C1)Cl (Benzyl chloride), [OH-].[K+] (KOH), C(CCO)O (1,3-propanediol). Solvent: C=1(C(=CC=CC1)C)C (xylene). Reaction conditions: temperature 100 celsius. The product is C(C1=CC=CC=C1)OCCCO (3-benzyloxypropanol). Isolated yield 65.0%. RXN SMILES: [CH2:1](Cl)[C:2]1[CH:7]=[CH:6][CH:5]=[CH:4][CH:3]=1.[OH-].[K+].[CH2:11]([OH:15])[CH2:12][CH2:13][OH:14].O>C1(C)C(C)=CC=CC=1>[CH2:1]([O:14][CH2:13][CH2:12][CH2:11][OH:15])[C:2]1[CH:7]=[CH:6][CH:5]=[CH:4][CH:3]=1 |f:1.2|. Procedure: Benzyl chloride (104 g, 1.0 m) was added dropwise to a solution of KOH (112 g, 2.0 m) in 100 ml of xylene and 304 g of 1,3-propanediol at 50° C.-60° C. The solution was then heated at 100° C. for 2 hours. Water (400 ml) was added to the cooled solution and the mixture was extracted twice with 600 ml of methylene chloride. The combined methylene chloride extracts were washed three times with 400 ml of water, dried over MgSO4, filtered and evaporated to a yellow oil which was distilled under vacuu... Reactants: C(C1=CC=CC=C1)OCC[C@@H]1CN(C[C@H]1C1=C(C=C(C=C1)OC)O)C(=O)OC(C)(C)C (Trans-tert-butyl 3-(2-(benzyloxy)ethyl)-4-(2-hydroxy-4-methoxyphenyl)pyrrolidine-1-carboxylate), stainless steel. The reagents and catalysts are [OH-].[OH-].[Pd+2] (Pd(OH)2). Solvent: O1CCCC1 (tetrahydrofuran). Conditions: time 3 hour. The product is OC1=C(C=CC(=C1)OC)[C@@H]1CN(C[C@H]1CCO)C(=O)OC(C)(C)C (Trans-tert-butyl 3-(2-hydroxy-4-methoxyphenyl)-4-(2-hydroxyethyl)pyrrolidine-1-carboxylate). RXN SMILES: C([O:8][CH2:9][CH2:10][C@H:11]1[C@H:15]([C:16]2[CH:21]=[CH:20][C:19]([O:22][CH3:23])=[CH:18][C:17]=2[OH:24])[CH2:14][N:13]([C:25]([O:27][C:28]([CH3:31])([CH3:30])[CH3:29])=[O:26])[CH2:12]1)C1C=CC=CC=1>O1CCCC1.[OH-].[OH-].[Pd+2]>[OH:24][C:17]1[CH:18]=[C:19]([O:22][CH3:23])[CH:20]=[CH:21][C:16]=1[C@H:15]1[C@H:11]([CH2:10][CH2:9][OH:8])[CH2:12][N:13]([C:25]([O:27][C:28]([CH3:31])([CH3:30])[CH3:29])=[O:26])[CH2:14]1 |f:2.3.4|. Procedure: To a solution of the product from Example 280C (450 mg, 1.05 mmol) in 20 mL of tetrahydrofuran was added wet 20% Pd(OH)2 in a 250 mL stainless steel pressure bottle. The vessel was capped and stirred for three hours under hydrogen (30 psi) at room temperature. The reaction was filtered through a nylon membrane and concentrated. The crude product was chromatographed on a silica gel column eluting with 3:1 ethyl acetate/hexane to afford the titled compound. 1H NMR (300 MHz, DMSO-d6) δ ppm 1.24-1.5... As a reaction SMILES: [Br:1][c:2]1[cH:3][cH:4][c:5]2[c:6]([OH:22])[c:7]([C:14](=[O:15])[NH:16][CH2:17][C:18](=[O:19])[O:20][CH3:21])[c:8](=[O:13])[n:9]([CH3:12])[c:10]2[cH:11]1.[C:33](=[O:34])([O-:35])[O-:36].[CH3:23][c:24]1[n:25][o:26][c:27]([CH3:32])[c:28]1[B:29]([OH:30])[OH:31].[CH3:40][O:41][CH2:42][CH2:43][O:44][CH3:45].[Cl:123][CH:124]([Cl:125])[Cl:126].[ClH:39].[Na+:37].[Na+:38].[O:127]=[CH:128][N:129]([CH3:130])[CH3:131].[cH:46]1[cH:47][cH:48][c:49]([P:50]([Pd:51]([P:52]([c:53]2[cH:54][cH:55][cH:56][cH:57][cH:58]2)([c:59]2[cH:60][cH:61][cH:62][cH:63][cH:64]2)[c:65]2[cH:66][cH:67][cH:68][cH:69][cH:70]2)([P:71]([c:72]2[cH:73][cH:74][cH:75][cH:76][cH:77]2)([c:78]2[cH:79][cH:80][cH:81][cH:82][cH:83]2)[c:84]2[cH:85][cH:86][cH:87][cH:88][cH:89]2)[P:90]([c:91]2[cH:92][cH:93][cH:94][cH:95][cH:96]2)([c:97]2[cH:98][cH:99][cH:100][cH:101][cH:102]2)[c:103]2[cH:104][cH:105][cH:106][cH:107][cH:108]2)([c:109]2[cH:110][cH:111][cH:112][cH:113][cH:114]2)[c:115]2[cH:116][cH:117][cH:118][cH:119][cH:120]2)[cH:121][cH:122]1>>[c:2]1(-[c:28]2[c:24]([CH3:23])[n:25][o:26][c:27]2[CH3:32])[cH:3][cH:4][c:5]2[c:6]([OH:22])[c:7]([C:14](=[O:15])[NH:16][CH2:17][C:18](=[O:19])[O:20][CH3:21])[c:8](=[O:13])[n:9]([CH3:12])[c:10]2[cH:11]1. Product: COC(=O)CNC(=O)c1c(O)c2ccc(-c3c(C)noc3C)cc2n(C)c1=O. Reactants: COC(=O)CNC(=O)c1c(O)c2ccc(Br)cc2n(C)c1=O, O=C([O-])[O-], Cc1noc(C)c1B(O)O, COCCOC, ClC(Cl)Cl, Cl, [Na+], [Na+], CN(C)C=O, c1ccc(P(c2ccccc2)(c2ccccc2)[Pd](P(c2ccccc2)(c2ccccc2)c2ccccc2)(P(c2ccccc2)(c2ccccc2)c2ccccc2)P(c2ccccc2)(c2ccccc2)c2ccccc2)cc1. The reactants are C([O-])([O-])=O.[K+].[K+] (potassium carbonate), ClC(=O)OCC(Cl)(Cl)Cl (2,2,2-trichloroethyl chloroformate), ClC=1C=C(O[C@@H]2[C@@H](CN(CC2)C)C2=CC=CC=C2)C=CC1 (cis-4-(3-chlorophenoxy)-1-methyl-3-phenylpiperidine), ClC(=O)[O-] (chloroformate). Solvent: C1=CC=CC=C1 (benzene). Product: ClC=1C=C(O[C@@H]2[C@@H](CN(CC2)C(=O)OCC(Cl)(Cl)Cl)C2=CC=CC=C2)C=CC1 (cis-4-(3-chlorophenoxy)-3-phenyl-1-(2,2,2-trichloroethoxycabonyl) piperidine). As a reaction SMILES: [Cl:1][C:2]1[CH:3]=[C:4]([CH:19]=[CH:20][CH:21]=1)[O:5][C@H:6]1[CH2:11][CH2:10][N:9](C)[CH2:8][C@H:7]1[C:13]1[CH:18]=[CH:17][CH:16]=[CH:15][CH:14]=1.C(=O)([O-])[O-].[K+].[K+].Cl[C:29]([O:31][CH2:32][C:33]([Cl:36])([Cl:35])[Cl:34])=[O:30].ClC([O-])=O>C1C=CC=CC=1>[Cl:1][C:2]1[CH:3]=[C:4]([CH:19]=[CH:20][CH:21]=1)[O:5][C@H:6]1[CH2:11][CH2:10][N:9]([C:29]([O:31][CH2:32][C:33]([Cl:36])([Cl:35])[Cl:34])=[O:30])[CH2:8][C@H:7]1[C:13]1[CH:18]=[CH:17][CH:16]=[CH:15][CH:14]=1 |f:1.2.3|. Reported procedure: A mixture of 2.48 g of the free base cis-4-(3-chlorophenoxy)-1-methyl-3-phenylpiperidine, of Example 36, 1.14 g of anhydrous potassium carbonate and 30 ml of dry benzene is treated with 1.42 ml of 2,2,2-trichloroethyl chloroformate. After 30 minutes at room temperature the mixture is refluxed 18 hours. Another 0.36 ml of chloroformate is added, and the mixture is refluxed another 4 hours. The mixture is then cooled and partitioned between 100 ml of ether and 50 ml of water. The aqueous phase is ...